Dataset: the Open Reaction Database (ORD), a public repository of structured organic reaction records. Task: describe an organic reaction: reactants, conditions, products, and yield The reactants are CCO, O=C1C(Cl)=C(Cl)C(=O)c2ccccc21, Cc1ccc(N)cc1. Yields the product Cc1ccc(NC2=C(Cl)C(=O)c3ccccc3C2=O)cc1. Reaction SMILES: [CH3:23][CH2:24][OH:25].[Cl:9][C:10]1=[C:19]([Cl:20])[C:18](=[O:21])[c:17]2[c:12]([cH:13][cH:14][cH:15][cH:16]2)[C:11]1=[O:22].[NH2:1][c:2]1[cH:3][cH:4][c:5]([CH3:8])[cH:6][cH:7]1>>[NH:1]([c:2]1[cH:3][cH:4][c:5]([CH3:8])[cH:6][cH:7]1)[C:10]1=[C:19]([Cl:20])[C:18](=[O:21])[c:17]2[c:12]([cH:13][cH:14][cH:15][cH:16]2)[C:11]1=[O:22]. The reactants are C(C)(=O)[O-].[K+] (potassium acetate), C(C)(=O)O (acetic acid), NC=1N=C(NC1C#N)CCCC (4-Amino-2-butyl-5-cyanoimidazole), COC1OC(CC1)OC (2,5-dimethoxy-tetrahydrofuran). Run in ClCCl (dichloromethane). Product: C(CCC)C=1NC(=C(N1)N1C=CC=C1)C#N (2-Butyl-5-cyano-4-(1H-pyrrol-1-yl)imidazole). RXN SMILES: C([O-])(=O)C.[K+].C(O)(=O)C.[NH2:10][C:11]1[N:12]=[C:13]([CH2:18][CH2:19][CH2:20][CH3:21])[NH:14][C:15]=1[C:16]#[N:17].CO[CH:24]1[CH2:28][CH2:27][CH:26](OC)O1>ClCCl>[CH2:18]([C:13]1[NH:14][C:15]([C:16]#[N:17])=[C:11]([N:10]2[CH:24]=[CH:28][CH:27]=[CH:26]2)[N:12]=1)[CH2:19][CH2:20][CH3:21] |f:0.1|. Procedure: A solution of potassium acetate (5.0 g), acetic acid (22 mL) and 4-amino-2-butyl-5-cyanoimidazole (Example 7, 1.45 g) was heated to reflux and treated with 2,5-dimethoxy-tetrahydrofuran (1.25 mL). The reaction was held at reflux for 1 minute then cooled back to room temperature with an ice bath. The majority of the acetic acid was evaporated at reduced pressure then the residue was partitioned between ethyl acetate and 10% aqueous K2CO3 (120 mL) each. The organic layer was dried over MgSO4 and e... Reactants: CC(=O)[O-], CC(=O)[O-], O=C(c1ccc2[nH]c(C(=O)N3CCS(=O)(=O)CC3)cc2c1)N1CCN(C2CCC2)CC1, OB(O)c1ccc(Cl)nc1, ClCCl, [Cu+2], c1ccncc1. The product is O=C(c1ccc2c(c1)cc(C(=O)N1CCS(=O)(=O)CC1)n2-c1ccc(Cl)nc1)N1CCN(C2CCC2)CC1. RXN SMILES: [C:51]([O-:52])(=[O:53])[CH3:54].[C:56]([O-:57])(=[O:58])[CH3:59].[CH:1]1([N:5]2[CH2:6][CH2:7][N:8]([C:11](=[O:12])[c:13]3[cH:14][c:15]4[cH:16][c:17]([C:22](=[O:23])[N:24]5[CH2:25][CH2:26][S:27](=[O:30])(=[O:31])[CH2:28][CH2:29]5)[nH:18][c:19]4[cH:20][cH:21]3)[CH2:9][CH2:10]2)[CH2:2][CH2:3][CH2:4]1.[Cl:32][c:33]1[n:34][cH:35][c:36]([B:39]([OH:40])[OH:41])[cH:37][cH:38]1.[Cl:48][CH2:49][Cl:50].[Cu+2:55].[cH:42]1[cH:43][cH:44][n:45][cH:46][cH:47]1>>[CH:1]1([N:5]2[CH2:6][CH2:7][N:8]([C:11](=[O:12])[c:13]3[cH:14][c:15]4[cH:16][c:17]([C:22](=[O:23])[N:24]5[CH2:25][CH2:26][S:27](=[O:30])(=[O:31])[CH2:28][CH2:29]5)[n:18](-[c:36]5[cH:35][n:34][c:33]([Cl:32])[cH:38][cH:37]5)[c:19]4[cH:20][cH:21]3)[CH2:9][CH2:10]2)[CH2:2][CH2:3][CH2:4]1. Reactants: CCOC(=O)CN, CCN=C=NCCCN(C)C, CCN(C(C)C)C(C)C, Cl, Cl, CN(C)C=O, O, On1nnc2ccccc21, O=C(O)c1ccc(Nc2ccccc2)nc1. Product: CCOC(=O)CNC(=O)c1ccc(Nc2ccccc2)nc1. As a reaction SMILES: [CH2:49]([CH3:50])[O:51][C:52]([CH2:53][NH2:54])=[O:55].[CH3:36][CH2:37][N:38]=[C:39]=[N:40][CH2:41][CH2:42][CH2:43][N:44]([CH3:45])[CH3:46].[CH:17]([N:18]([CH2:19][CH3:20])[CH:21]([CH3:22])[CH3:23])([CH3:24])[CH3:25].[ClH:47].[ClH:48].[O:56]=[CH:57][N:58]([CH3:59])[CH3:60].[OH2:61].[OH:26][n:27]1[c:28]2[c:29]([cH:30][cH:31][cH:32][cH:33]2)[n:34][n:35]1.[c:1]1([NH:7][c:8]2[n:9][cH:10][c:11]([C:12](=[O:13])[OH:14])[cH:15][cH:16]2)[cH:2][cH:3][cH:4][cH:5][cH:6]1>>[c:1]1([NH:7][c:8]2[n:9][cH:10][c:11]([C:12](=[O:14])[NH:54][CH2:53][C:52]([O:51][CH2:49][CH3:50])=[O:55])[cH:15][cH:16]2)[cH:2][cH:3][cH:4][cH:5][cH:6]1.